From a dataset of the Open Reaction Database (ORD), a public repository of structured organic reaction records. describe an organic reaction: reactants, conditions, products, and yield The reactants are C1=CN(C(=O)NC1=O)[C@H]2[C@@H]([C@@H]([C@H](O2)COP(=O)(O)OP(=O)(O)O[C@@H]3[C@@H]([C@H]([C@H]([C@H](O3)CO)O)O)O)O)O (UDP-Gal), C1=CN(C(=O)NC1=O)[C@H]2[C@@H]([C@@H]([C@H](O2)COP(=O)(O)OP(=O)(O)O[C@@H]3[C@@H]([C@H]([C@H]([C@H](O3)CO)O)O)O)O)O (UDP-Gal), OC1[C@H](O)[C@@H](O)[C@H](O[C@H]2[C@H](O)[C@@H](O)[C@@H](O)[C@H](O2)CO)[C@H](O1)CO (lactose), C1=CN(C(=O)NC1=O)[C@H]2[C@@H]([C@@H]([C@H](O2)COP(=O)(O)OP(=O)(O)O[C@@H]3[C@@H]([C@H]([C@H]([C@H](O3)CO)O)O)O)O)O (UDP-Gal), MnCl2, CCC(CC)COC(C1=CC=CC=C1)(C2=CC=CC=C2)C(=O)N(C)CC[NH+](C)C.[Cl-] (X-100). The solvent is [As]([O-])(=O)(C)C.[Na+] (sodium cacodylate). Reaction conditions: time 120 hour. The product is O([C@@H]1[C@H](O)[C@@H](O)[C@@H](O)[C@H](O1)CO)[C@@H]1[C@H]([C@H](O[C@H]2[C@@H]([C@H](C(O)O[C@@H]2CO)O)O)O[C@@H]([C@@H]1O)CO)O (αGal(1-3)βGal(1-4)Glc). Yield: 58.9%. As a reaction SMILES: [OH:1][CH:2]1[O:21][C@H:20]([CH2:22][OH:23])[C@@H:7]([O:8][C@@H:9]2[O:17][C@H:16]([CH2:18][OH:19])[C@H:14]([OH:15])[C@H:12]([OH:13])[C@H:10]2[OH:11])[C@H:5]([OH:6])[C@H:3]1[OH:4].C1C(=O)NC(=O)N([C@@H]2O[C@H](COP(OP(O[C@H:47]3[O:52][C@H:51]([CH2:53][OH:54])[C@H:50]([OH:55])[C@H:49]([OH:56])[C@H:48]3[OH:57])(O)=O)(O)=O)[C@@H](O)[C@H]2O)C=1.CCC(COC(C(N(CC[NH+](C)C)C)=O)(C1C=CC=CC=1)C1C=CC=CC=1)CC.[Cl-]>[As](C)(C)(=O)[O-].[Na+]>[O:13]([C@H:12]1[C@@H:14]([OH:15])[C@@H:16]([CH2:18][OH:19])[O:17][C@@H:9]([O:8][C@@H:7]2[C@@H:20]([CH2:22][OH:23])[O:21][CH:2]([OH:1])[C@H:3]([OH:4])[C@H:5]2[OH:6])[C@@H:10]1[OH:11])[C@H:47]1[O:52][C@H:51]([CH2:53][OH:54])[C@H:50]([OH:55])[C@H:49]([OH:56])[C@H:48]1[OH:57] |f:2.3,4.5|. Reported procedure: A reaction mixture containing lactose (50 mg), UDP-Gal(20 mg), α(1-3)-galactosyltransferase (60 mU), alkaline phosphatase (20 U), 20 mM MnCl2 and 0.1% Triton X-100 in 50 mM sodium cacodylate buffer (3 mL) at pH 6.5, was incubated at 37° C. Additional UDP-Gal was added to the mixture after 24 hours (20 mg), and 48 hours (50 mg). After 120 hours, fresh α(1-3)-galactosyltransferase (20 mU) and UDP-Gal (10 mg) were added to the mixture, which was incubated for an additional 72 hours to give about 95...